Dataset: the Open Reaction Database (ORD), a public repository of structured organic reaction records. Task: describe an organic reaction: reactants, conditions, products, and yield The reactants are C1(CCCCC1)C(C1=C(OC(=C1)C1=CC=C(C=C1)OCSC)C)NC1=CC=C(C(=O)O)C=C1 (4-{[cyclohexyl(2-methyl-5-{4-[(methylsulfanyl)methoxy]phenyl}furan-3-yl)methyl]amino}benzoic acid), CNCCC(=O)OCC (ethyl 3-(methylamino)propanoate), Cl.C(C)N=C=NCCCN(C)C (1-ethyl-3-(3-dimethylaminopropyl)carbodiimide hydrochloride), O.OC1=CC=CC=2NN=NC21 (hydroxybenzotriazole monohydrate), CN(C=O)C (N,N-dimethylformamide). Run in C(C)(=O)OCC (Ethyl acetate), C(C)N(CC)CC (triethylamine). Yields the product C1(CCCCC1)C(C1=C(OC(=C1)C1=CC=C(C=C1)OCSC)C)NC1=CC=C(C=C1)C(=O)N(CCC(=O)OCC)C (ethyl 3-{[(4-{[cyclohexyl(2-methyl-5-{4-[(methylsulfanyl)methoxy]phenyl}furan-3-yl)methyl]amino}phenyl)carbonyl](methyl)amino}propanoate). RXN SMILES: [CH:1]1([CH:7]([NH:24][C:25]2[CH:33]=[CH:32][C:28](C(O)=O)=[CH:27][CH:26]=2)[C:8]2[CH:12]=[C:11]([C:13]3[CH:18]=[CH:17][C:16]([O:19][CH2:20][S:21][CH3:22])=[CH:15][CH:14]=3)[O:10][C:9]=2[CH3:23])[CH2:6][CH2:5][CH2:4][CH2:3][CH2:2]1.CNC[CH2:37][C:38]([O:40][CH2:41][CH3:42])=[O:39].Cl.C(N=C=NCCCN(C)C)C.O.OC1C2N=NNC=2C=CC=1.[CH3:66][N:67]([CH3:70])[CH:68]=[O:69]>C(OCC)(=O)C.C(N(CC)CC)C>[CH:1]1([CH:7]([NH:24][C:25]2[CH:26]=[CH:27][C:28]([C:68]([N:67]([CH3:70])[CH2:66][CH2:37][C:38]([O:40][CH2:41][CH3:42])=[O:39])=[O:69])=[CH:32][CH:33]=2)[C:8]2[CH:12]=[C:11]([C:13]3[CH:18]=[CH:17][C:16]([O:19][CH2:20][S:21][CH3:22])=[CH:15][CH:14]=3)[O:10][C:9]=2[CH3:23])[CH2:6][CH2:5][CH2:4][CH2:3][CH2:2]1 |f:2.3,4.5|. Procedure details: A solution of 4-{[cyclohexyl(2-methyl-5-{4-[(methylsulfanyl)methoxy]phenyl}furan-3-yl)methyl]amino}benzoic acid (408 mg), ethyl 3-(methylamino)propanoate (134 mg), 1-ethyl-3-(3-dimethylaminopropyl)carbodiimide hydrochloride (196 mg), hydroxybenzotriazole monohydrate (156 mg) and triethylamine (142 μL) in N,N-dimethylformamide (10 mL) was stirred at room temperature for 4 hr. Ethyl acetate was added, the mixture was washed with saturated aqueous sodium hydrogen carbonate solution and water, and t... Product: ClC=1C(=CC2=C(C=CO2)C1)N1CCCCC1 (5-chloro-6-(piperidin-1-yl)-benzofuran). Procedure details: A solution of 2.40 g (9.4 mmole) of 5-chloro-3-hydroxy-6-(piperidin-1-yl)-2,3-dihydrobenzofuran in 25 g of polyphosphoric acid is maintained at 60° for 20 minutes, then ice and water are added and the whole is adjusted to pH 7 with solid sodium carbonate. The reaction mixture is extracted twice with methylene chloride. The organic phases are washed with water, combined, dried over magnesium sulphate and concentrated in a vacuum rotary evaporator. The residue is chromatographed over silica gel us... RXN SMILES: [Cl:1][C:2]1[C:3]([N:12]2[CH2:17][CH2:16][CH2:15][CH2:14][CH2:13]2)=[CH:4][C:5]2[O:9][CH2:8][CH:7](O)[C:6]=2[CH:11]=1.C(=O)([O-])[O-].[Na+].[Na+]>O>[Cl:1][C:2]1[C:3]([N:12]2[CH2:17][CH2:16][CH2:15][CH2:14][CH2:13]2)=[CH:4][C:5]2[O:9][CH:8]=[CH:7][C:6]=2[CH:11]=1 |f:1.2.3|. Solvent: polyphosphoric acid, O (water). Reactants: ClC=1C(=CC2=C(C(CO2)O)C1)N1CCCCC1 (5-chloro-3-hydroxy-6-(piperidin-1-yl)-2,3-dihydrobenzofuran), C([O-])([O-])=O.[Na+].[Na+] (sodium carbonate). Reactants: O=C(Cl)c1ccc(Br)cc1F, CC(C)=O, CC(C)=O, Cl, NC(CCOCc1ccccc1)C(=O)O, [Na+], [Na+], O=C([O-])[O-], O. Yields the product O=C(NC(CCOCc1ccccc1)C(=O)O)c1ccc(Br)cc1F. As a reaction SMILES: [Br:23][c:24]1[cH:25][c:26]([F:33])[c:27]([C:28](=[O:29])[Cl:30])[cH:31][cH:32]1.[CH3:34][C:35](=[O:36])[CH3:37].[CH3:39][C:40]([CH3:41])=[O:42].[ClH:1].[NH2:2][CH:3]([C:4](=[O:5])[OH:6])[CH2:7][CH2:8][O:9][CH2:10][c:11]1[cH:12][cH:13][cH:14][cH:15][cH:16]1.[Na+:17].[Na+:18].[O-:19][C:20](=[O:21])[O-:22].[OH2:38]>>[NH:2]([CH:3]([C:4](=[O:5])[OH:6])[CH2:7][CH2:8][O:9][CH2:10][c:11]1[cH:12][cH:13][cH:14][cH:15][cH:16]1)[C:28]([c:27]1[c:26]([F:33])[cH:25][c:24]([Br:23])[cH:32][cH:31]1)=[O:29]. The reactants are COC1=CC=C(CN(C2=NC(=NC(=N2)C)C=2C(=NC=C(C2)CN2CCN(CC2)S(=O)(=O)C)NC2=CC=C3C=CN=CC3=C2)CC2=CC=C(C=C2)OC)C=C1 (N-(3-(4-(bis(4-methoxybenzyl)amino)-6-methyl-1,3,5-triazin-2-yl)-5-((4-(methylsulfonyl)piperazin-1-yl)methyl)pyridin-2-yl)isoquinolin-7-amine), S(=O)(=O)(C(F)(F)F)O.FC(F)(F)C(=O)O (TfOH-TFA). Reaction conditions: temperature 70 celsius, time 30 minute. Yields the product NC1=NC(=NC(=N1)C)C=1C(=NC=C(C1)CN1CCN(CC1)S(=O)(=O)C)NC1=CC=C2C=CN=CC2=C1 (N-(3-(4-amino-6-methyl-1,3,5-triazin-2-yl)-5-((4-(methylsulfonyl)piperazin-1-yl)methyl)pyridin-2-yl)isoquinolin-7-amine). Yield: 98.4%. Reaction SMILES: COC1C=CC(C[N:8](CC2C=CC(OC)=CC=2)[C:9]2[N:14]=[C:13]([CH3:15])[N:12]=[C:11]([C:16]3[C:17]([NH:33][C:34]4[CH:43]=[C:42]5[C:37]([CH:38]=[CH:39][N:40]=[CH:41]5)=[CH:36][CH:35]=4)=[N:18][CH:19]=[C:20]([CH2:22][N:23]4[CH2:28][CH2:27][N:26]([S:29]([CH3:32])(=[O:31])=[O:30])[CH2:25][CH2:24]4)[CH:21]=3)[N:10]=2)=CC=1.S(O)(C(F)(F)F)(=O)=O.FC(C(O)=O)(F)F>>[NH2:8][C:9]1[N:14]=[C:13]([CH3:15])[N:12]=[C:11]([C:16]2[C:17]([NH:33][C:34]3[CH:43]=[C:42]4[C:37]([CH:38]=[CH:39][N:40]=[CH:41]4)=[CH:36][CH:35]=3)=[N:18][CH:19]=[C:20]([CH2:22][N:23]3[CH2:24][CH2:25][N:26]([S:29]([CH3:32])(=[O:31])=[O:30])[CH2:27][CH2:28]3)[CH:21]=2)[N:10]=1 |f:1.2|. Procedure details: To a 25 mL, round-bottomed flask was added N-(3-(4-(bis(4-methoxybenzyl)amino)-6-methyl-1,3,5-triazin-2-yl)-5-((4-(methylsulfonyl)piperazin-1-yl)methyl)pyridin-2-yl)isoquinolin-7-amine (150 mg, 0.201 mmol) and 5% TfOH-TFA (5 mL). The reaction mixture was stirred at 70° C. for 30 minutes and cooled to room temperature. After removal of TFA in high vacuum, the residue was treated with saturated NaHCO3, the obtained suspension was filtered to provide the crude product as a yellow solid. After air d... Reactants: BrC=1C=C(C(=C(C1)N(C1CCN(CC1)C(=O)OC(C)(C)C)C)C)C(NCC=1C(NC(=CC1C)C)=O)=O (Tert-butyl 4-((5-bromo-3-(((4,6-dimethyl-2-oxo-1,2-dihydropyridin-3-yl)methyl)carbamoyl)-2-methylphenyl)(methyl)amino)piperidin-1-carboxylate), C(=O)C1=CC=C(C=N1)B(O)O ((6-formylpyridin-3-yl)boronic acid), CO (MeOH), C(=O)([O-])[O-].[Na+].[Na+] (Na2CO3). The reagents and catalysts are C=1C=CC(=CC1)[P](C=2C=CC=CC2)(C=3C=CC=CC3)[Pd]([P](C=4C=CC=CC4)(C=5C=CC=CC5)C=6C=CC=CC6)([P](C=7C=CC=CC7)(C=8C=CC=CC8)C=9C=CC=CC9)[P](C=1C=CC=CC1)(C=1C=CC=CC1)C=1C=CC=CC1 (Pd(PPh3)4). Solvent: O1CCOCC1 (1,4-dioxane), C(Cl)Cl (DCM). Conditions: temperature 100 celsius, time 2 hour. The product is CC1=C(C(NC(=C1)C)=O)CNC(=O)C=1C(=C(C=C(C1)C=1C=NC(=CC1)C=O)N(C1CCN(CC1)C(=O)OC(C)(C)C)C)C (tert-butyl 4-((3-(((4,6-dimethyl-2-oxo-1,2-dihydropyridin-3-yl)methyl)carbamoyl)-5-(6-formylpyridin-3-yl)-2-methylphenyl)(methyl)amino)piperidine-1-carboxylate). Isolated yield 76.3%. RXN SMILES: Br[C:2]1[CH:3]=[C:4]([C:24](=[O:36])[NH:25][CH2:26][C:27]2[C:28](=[O:35])[NH:29][C:30]([CH3:34])=[CH:31][C:32]=2[CH3:33])[C:5]([CH3:23])=[C:6]([N:8]([CH3:22])[CH:9]2[CH2:14][CH2:13][N:12]([C:15]([O:17][C:18]([CH3:21])([CH3:20])[CH3:19])=[O:16])[CH2:11][CH2:10]2)[CH:7]=1.[CH:37]([C:39]1[N:44]=[CH:43][C:42](B(O)O)=[CH:41][CH:40]=1)=[O:38].C([O-])([O-])=O.[Na+].[Na+].CO>O1CCOCC1.C(Cl)Cl.C1C=CC([P]([Pd]([P](C2C=CC=CC=2)(C2C=CC=CC=2)C2C=CC=CC=2)([P](C2C=CC=CC=2)(C2C=CC=CC=2)C2C=CC=CC=2)[P](C2C=CC=CC=2)(C2C=CC=CC=2)C2C=CC=CC=2)(C2C=CC=CC=2)C2C=CC=CC=2)=CC=1>[CH3:33][C:32]1[CH:31]=[C:30]([CH3:34])[NH:29][C:28](=[O:35])[C:27]=1[CH2:26][NH:25][C:24]([C:4]1[C:5]([CH3:23])=[C:6]([N:8]([CH3:22])[CH:9]2[CH2:10][CH2:11][N:12]([C:15]([O:17][C:18]([CH3:19])([CH3:21])[CH3:20])=[O:16])[CH2:13][CH2:14]2)[CH:7]=[C:2]([C:42]2[CH:43]=[N:44][C:39]([CH:37]=[O:38])=[CH:40][CH:41]=2)[CH:3]=1)=[O:36] |f:2.3.4,^1:68,70,89,108|. Procedure: Tert-butyl 4-((5-bromo-3-(((4,6-dimethyl-2-oxo-1,2-dihydropyridin-3-yl)methyl)carbamoyl)-2-methylphenyl)(methyl)amino)piperidin-1-carboxylate (0.5 g, 0.892 mmol), (6-formylpyridin-3-yl)boronic acid (0.31 g, 1.33 mmol) and Pd(PPh3)4 (0.103 g, 0.082 mmol) in 1,4-dioxane (10 mL) was purged with argon for 10 min. Then, 2 M Na2CO3 solution (0.34 g, 3.21 mmol) was added to it and again argon was purged through it for 10 min. The reaction mixture was stirred at 100° C. for 2 h. After completion of the ... Reactants: COC([C@@H](NC(=O)C1=C(C=CC(=C1)OC)Br)CC1=CC=C(C=C1)C=1C(N(C=CC1)C)=O)=O (N-[(2-bromo-5-methoxyphenyl)carbonyl]-4-(1-methyl-2-oxo-3-pyridinyl)-L-phenylalanine methyl ester), O.[OH-].[Li+] (lithium hydroxide monohydrate), C(C)(=O)O (Acetic acid), CO (Methanol). The solvent is C1CCOC1 (THF), O (water). Run at time 18 hour. The product is BrC1=C(C=C(C=C1)OC)C(=O)N[C@@H](CC1=CC=C(C=C1)C=1C(N(C=CC1)C)=O)C(=O)O (N-[(2-bromo-5-methoxyphenyl)carbonyl]-4-(1-methyl-2-oxo-3-pyridinyl)-L-phenylalanine). The yield is 77.3%. Reaction SMILES: C[O:2][C:3](=[O:32])[C@H:4]([CH2:17][C:18]1[CH:23]=[CH:22][C:21]([C:24]2[C:25](=[O:31])[N:26]([CH3:30])[CH:27]=[CH:28][CH:29]=2)=[CH:20][CH:19]=1)[NH:5][C:6]([C:8]1[CH:13]=[C:12]([O:14][CH3:15])[CH:11]=[CH:10][C:9]=1[Br:16])=[O:7].O.[OH-].[Li+].CO.C(O)(=O)C>C1COCC1.O>[Br:16][C:9]1[CH:10]=[CH:11][C:12]([O:14][CH3:15])=[CH:13][C:8]=1[C:6]([NH:5][C@H:4]([C:3]([OH:32])=[O:2])[CH2:17][C:18]1[CH:23]=[CH:22][C:21]([C:24]2[C:25](=[O:31])[N:26]([CH3:30])[CH:27]=[CH:28][CH:29]=2)=[CH:20][CH:19]=1)=[O:7] |f:1.2.3|. Procedure details: A solution of N-[(2-bromo-5-methoxyphenyl)carbonyl]-4-(1-methyl-2-oxo-3-pyridinyl)-L-phenylalanine methyl ester (52 mg, 0.104 mmol) in THF (3 mL) was treated with a solution of lithium hydroxide monohydrate (20 mg, 0.47 mmol) in water (1.0 mL). Methanol (0.5 mL) was added to effect a clear solution and the reaction mixture was stirred 18 hr. Acetic acid (0.5 mL) was added, the entire reaction mixture was applied to a 4×30 cm, C-18 reversed phase HPLC column and eluted with a gradient of acetonit... Reactants: OCC1=NC(=CC=C1)C (2-(Hydroxymethyl)-6-methylpyridine), S(=O)(Cl)Cl (thionylchloride). Run at time 18 hour. Product: Cl.ClCC1=NC(=CC=C1)C (2-Chloromethyl-6-methyl-pyridine hydrochloride). Reaction SMILES: O[CH2:2][C:3]1[CH:8]=[CH:7][CH:6]=[C:5]([CH3:9])[N:4]=1.S(Cl)([Cl:12])=O>>[ClH:12].[Cl:12][CH2:2][C:3]1[CH:8]=[CH:7][CH:6]=[C:5]([CH3:9])[N:4]=1 |f:2.3|. Procedure: 2-(Hydroxymethyl)-6-methylpyridine (3.7 g, 29.4 mmol) was added portion wise at 0° C. to thionylchloride (35 mL, 477 mmol). The reaction mixture was then stirred at room temperature for 18 h. Excess thionylchloride was removed under vacuum and the crude 2-chloromethyl-6-methyl-pyridine hydrochloride (5.1 g, light brown solid) was used without any further purification. The reactants are C(#N)C=1C=C(C(CBr)=O)C=C(C1)F (3-cyano-5-fluorophenacyl bromide), [H][H] (hydrogen), [BH4-].[Na+] (sodium borohydride), C(#N)[BH3-].[Na+] (sodium cyanoborohydride). The reagents and catalysts are [Pd] (palladium), [Pt] (platinum). The solvent is alcohol, CO (methanol). The product is BrCC(O)C=1C=C(C#N)C=C(C1)F (3-(2-bromo-1-hydroxyethyl)-5-fluorobenzonitrile). Reaction SMILES: [C:1]([C:3]1[CH:4]=[C:5]([CH:10]=[C:11]([F:13])[CH:12]=1)[C:6](=[O:9])[CH2:7][Br:8])#[N:2].[BH4-].[Na+].C([BH3-])#N.[Na+].[H][H]>[Pt].[Pd].CO>[Br:8][CH2:7][CH:6]([C:5]1[CH:4]=[C:3]([CH:12]=[C:11]([F:13])[CH:10]=1)[C:1]#[N:2])[OH:9] |f:1.2,3.4|. Procedure: The 3-cyano-5-fluorophenacyl bromide from the above reaction is then dispersed in alcohol, preferably methanol, and reduced with sodium borohydride or sodium cyanoborohydride, or other reducing agents, such as hydrogen and a catalyst, e.g., platinum, palladium, or the like. The reaction yields 3-(2-bromo-1-hydroxyethyl)-5-fluorobenzonitrile which is readily converted to the formula I, 3-[2-(tert-butylamino)-1-hydroxyethyl]-5-fluorobenzonitrile or the 3-fluoro-5-[1-hydroxy-2-(isopropylamino)ethyl... Procedure details: A solution of 2 g of (RS)-2-(2-oxoethyl)-7-methoxy-1-tetralone and 100 mg of p-toluenesulfonic acid in 90 ml of anhydrous toluene was heated on a water separator. A solution of 2.78 g of (R)-1-amino-2-propanol in 20 ml of anhydrous toluene was added dropwise to the boiling solution over a period of 5 minutes. Subsequently, the mixture was boiled for an additional 30 minutes, during which the solvent was reduced to a volume of 25 ml. The cooled reaction mixture was purified by column chromatograp... Reagents/catalysts: C1(=CC=C(C=C1)S(=O)(=O)O)C (p-toluenesulfonic acid). Yields the product COC1=CC2=C(CCC=3C=CN(C23)C[C@@H](C)O)C=C1 ((R)-1-(4,5-dihydro-8-methoxy-1H-benz[g]indol-1-yl)-propan-2-ol). Conditions: time 30 minute. The reactants are NC[C@@H](C)O ((R)-1-amino-2-propanol), O=CCC1C(C2=CC(=CC=C2CC1)OC)=O ((RS)-2-(2-oxoethyl)-7-methoxy-1-tetralone), O (water). As a reaction SMILES: O=[CH:2][CH2:3][CH:4]1[CH2:13][CH2:12][C:11]2[C:6](=[CH:7][C:8]([O:14][CH3:15])=[CH:9][CH:10]=2)[C:5]1=O.O.[NH2:18][CH2:19][C@H:20]([OH:22])[CH3:21]>C1(C)C=CC=CC=1.C1(C)C=CC(S(O)(=O)=O)=CC=1>[CH3:15][O:14][C:8]1[CH:9]=[CH:10][C:11]2[CH2:12][CH2:13][C:4]3[CH:3]=[CH:2][N:18]([CH2:19][C@H:20]([OH:22])[CH3:21])[C:5]=3[C:6]=2[CH:7]=1. The yield is 95.4%. Run in C1(=CC=CC=C1)C (toluene), C1(=CC=CC=C1)C (toluene).